describe an organic reaction: reactants, conditions, products, and yield From a dataset of the Open Reaction Database (ORD), a public repository of structured organic reaction records. Reported procedure: A solution of 8.526 mmol of (3R,4R,5S)-4-[4-((S)-3-methoxy-2-methyl-propoxymethyl) -phenyl]-3-[4-(3-methoxy-propyl)-3-oxo-3,4-dihydro-2H-benzo [1,4]oxazin-6-ylmethoxy]-5-trityloxymethyl-piperidine-1-carboxylic acid benzyl ester in 20 ml of tetrahydrofuran and 80 ml of methanol is treated with 12.789 mmol of toluene-4-sulfonic acid.monohydrate. After stirring for 15 hours, the reaction mixture is basified with saturated aqueous sodium bicarbonate solution and concentrated under reduced pressure t... Reaction conditions: time 15 hour. Product: C(C1=CC=CC=C1)OC(=O)N1C[C@H]([C@@H]([C@H](C1)OCC=1C=CC2=C(N(C(CO2)=O)CCCOC)C1)C1=CC=C(C=C1)COC[C@H](COC)C)CO ((3S,4R,5R)-3-Hydroxymethyl-4-[4-((S)-3-methoxy-2-methyl-propoxymethyl) -phenyl]-5-[4-(3-methoxy-propyl)-3-oxo-3,4-dihydro-2H-benzo[1,4]oxazin-6-ylmethoxy]-piperidine-1-carboxylic acid benzyl ester), SiO2. The reactants are C(C1=CC=CC=C1)OC(=O)N1C[C@@H]([C@H]([C@@H](C1)COC(C1=CC=CC=C1)(C1=CC=CC=C1)C1=CC=CC=C1)C1=CC=C(C=C1)COC[C@H](COC)C)OCC=1C=CC2=C(N(C(CO2)=O)CCCOC)C1 ((3R,4R,5S)-4-[4-((S)-3-methoxy-2-methyl-propoxymethyl) -phenyl]-3-[4-(3-methoxy-propyl)-3-oxo-3,4-dihydro-2H-benzo [1,4]oxazin-6-ylmethoxy]-5-trityloxymethyl-piperidine-1-carboxylic acid benzyl ester), C1(=CC=C(C=C1)S(=O)(=O)O)C (toluene-4-sulfonic acid), monohydrate, C([O-])(O)=O.[Na+] (sodium bicarbonate). The solvent is O1CCCC1 (tetrahydrofuran), CO (methanol). As a reaction SMILES: [CH2:1]([O:8][C:9]([N:11]1[CH2:16][C@@H:15]([CH2:17][O:18]C(C2C=CC=CC=2)(C2C=CC=CC=2)C2C=CC=CC=2)[C@H:14]([C:38]2[CH:43]=[CH:42][C:41]([CH2:44][O:45][CH2:46][C@@H:47]([CH3:51])[CH2:48][O:49][CH3:50])=[CH:40][CH:39]=2)[C@@H:13]([O:52][CH2:53][C:54]2[CH:55]=[CH:56][C:57]3[O:62][CH2:61][C:60](=[O:63])[N:59]([CH2:64][CH2:65][CH2:66][O:67][CH3:68])[C:58]=3[CH:69]=2)[CH2:12]1)=[O:10])[C:2]1[CH:7]=[CH:6][CH:5]=[CH:4][CH:3]=1.C1(C)C=CC(S(O)(=O)=O)=CC=1.C(=O)(O)[O-].[Na+]>O1CCCC1.CO>[CH2:1]([O:8][C:9]([N:11]1[CH2:12][C@H:13]([O:52][CH2:53][C:54]2[CH:55]=[CH:56][C:57]3[O:62][CH2:61][C:60](=[O:63])[N:59]([CH2:64][CH2:65][CH2:66][O:67][CH3:68])[C:58]=3[CH:69]=2)[C@@H:14]([C:38]2[CH:43]=[CH:42][C:41]([CH2:44][O:45][CH2:46][C@@H:47]([CH3:51])[CH2:48][O:49][CH3:50])=[CH:40][CH:39]=2)[C@H:15]([CH2:17][OH:18])[CH2:16]1)=[O:10])[C:2]1[CH:7]=[CH:6][CH:5]=[CH:4][CH:3]=1 |f:2.3|. The reactants are C(C)(C)(C)C1=CC=C(CNCCC2=CC(=C(C=C2)F)Cl)C=C1 ((4-tert-butyl-benzyl)-[2-(3-chloro-4-fluoro-phenyl)-ethyl]-amine), N1C=CC2=CC=CC(=C12)C(=O)O (1H-indole-7-carboxylic acid), CN(C)C(=[N+](C)C)ON1C2=C(C=CC=C2)N=N1.[B-](F)(F)(F)F (TBTU), C(C)(C)N(C(C)C)CC (N,N-diisopropylethyl amine). The solvent is CN(C)C=O (DMF), O (water), CN(C)C=O (DMF). Reaction conditions: time 5 minute. Product: C(C)(C)(C)C1=CC=C(CN(C(=O)C=2C=CC=C3C=CNC23)CCC2=CC(=C(C=C2)F)Cl)C=C1 (1H-Indole-7-carboxylic acid (4-tert-butyl-benzyl)-[2-(3-chloro-4-fluoro-phenyl)-ethyl]-amide). Yield: 101.5%. Reaction SMILES: [NH:1]1[C:9]2[C:4](=[CH:5][CH:6]=[CH:7][C:8]=2[C:10]([OH:12])=O)[CH:3]=[CH:2]1.CN(C(ON1N=NC2C=CC=CC1=2)=[N+](C)C)C.[B-](F)(F)(F)F.C(N(CC)C(C)C)(C)C.[C:44]([C:48]1[CH:65]=[CH:64][C:51]([CH2:52][NH:53][CH2:54][CH2:55][C:56]2[CH:61]=[CH:60][C:59]([F:62])=[C:58]([Cl:63])[CH:57]=2)=[CH:50][CH:49]=1)([CH3:47])([CH3:46])[CH3:45]>CN(C=O)C.O>[C:44]([C:48]1[CH:65]=[CH:64][C:51]([CH2:52][N:53]([CH2:54][CH2:55][C:56]2[CH:61]=[CH:60][C:59]([F:62])=[C:58]([Cl:63])[CH:57]=2)[C:10]([C:8]2[CH:7]=[CH:6][CH:5]=[C:4]3[C:9]=2[NH:1][CH:2]=[CH:3]3)=[O:12])=[CH:50][CH:49]=1)([CH3:47])([CH3:45])[CH3:46] |f:1.2|. Procedure details: To a solution of 48 mg (0.3 mmol) 1H-indole-7-carboxylic acid and 96 mg of TBTU (0.3 mmol) in 3 ml DMF, were added 0.26 ml (1.5 mmol) of N,N-diisopropylethyl amine. After stirring for 5 min at rt, 96 mg (0.3 mmol) of (4-tert-butyl-benzyl)-[2-(3-chloro-4-fluoro-phenyl)-ethyl]-amine in 2 ml DMF were added. After stirring for 3 h at rt, the reaction mixture was diluted with 50 ml water and extracted with 2×50 ml EtOAc. The combined organic phases were washed with water and brine, dried with magnesi...